Dataset: the Open Reaction Database (ORD), a public repository of structured organic reaction records. Task: describe an organic reaction: reactants, conditions, products, and yield Isolated yield 80.9%. Conditions: time 16 hour. Procedure details: According to the procedure described in Example 1(c) for the preparation of N-(8-oxo-4-oxa-1, 7-diaza-tricyclo[9.6. 1.012, 17]octadeca-11(18), 12, 14, 16-tetraen-9-yl)-3-(3-phenyl-1H-pyrrol-1-yl)succinamic acid benzyl ester, to a mixture of crude methyl 2-(2,5-dimethoxy-tetrahydrofuran-3-yl)-acetate (120 mg, ˜0.58 mmol) and 4-fluoroaniline (50 μL, 0.53 mmol) in 1, 2-dichloroethane (10 mL) was added trifluoroacetic acid (0.2 mL, 0.26 mmol). After 16 hours at 80° C., the resultant mixture was part... RXN SMILES: C(OC(=O)CC(N1C=CC(C2C=CC=CC=2)=C1)C(NC1CC2=CN(C3C2=CC=CC=3)CCOCCNC1=O)=O)C1C=CC=CC=1.CO[CH:48]1[CH:52]([CH2:53][C:54]([O:56][CH3:57])=[O:55])[CH2:51][CH:50](OC)O1.[F:60][C:61]1[CH:67]=[CH:66][C:64]([NH2:65])=[CH:63][CH:62]=1.FC(F)(F)C(O)=O>ClCCCl>[CH3:57][O:56][C:54](=[O:55])[CH2:53][C:52]1[CH:51]=[CH:50][N:65]([C:64]2[CH:66]=[CH:67][C:61]([F:60])=[CH:62][CH:63]=2)[CH:48]=1. The product is COC(CC1=CN(C=C1)C1=CC=C(C=C1)F)=O (2-[1-(4-fluorophenyl)-1H-pyrrol-3-yl]-acetic acid methyl ester). Starting materials: FC(C(=O)O)(F)F (trifluoroacetic acid), C(C1=CC=CC=C1)OC(CC(C(=O)NC1C(NCCOCCN2C3=CC=CC=C3C(C1)=C2)=O)N2C=C(C=C2)C2=CC=CC=C2)=O (N-(8-oxo-4-oxa-1, 7-diaza-tricyclo[9.6. 1.012, 17]octadeca-11(18), 12, 14, 16-tetraen-9-yl)-3-(3-phenyl-1H-pyrrol-1-yl)succinamic acid benzyl ester), COC1OC(CC1CC(=O)OC)OC (methyl 2-(2,5-dimethoxy-tetrahydrofuran-3-yl)-acetate), FC1=CC=C(N)C=C1 (4-fluoroaniline). Solvent: ClCCCl (1, 2-dichloroethane). Reactants: COC(=O)c1ccccc1CBr, CCOC(C)=O, Cc1ccccc1, CCCCCC, [K+], [K+], O=C([O-])[O-], NCc1cccc(Oc2ccccc2)c1. Yields the product O=C1c2ccccc2CN1Cc1cccc(Oc2ccccc2)c1. Reaction SMILES: [CH3:1][O:2][C:3]([c:4]1[c:5]([CH2:10][Br:11])[cH:6][cH:7][cH:8][cH:9]1)=[O:12].[CH3:34][CH2:35][O:36][C:37](=[O:38])[CH3:39].[CH3:40][c:41]1[cH:42][cH:43][cH:44][cH:45][cH:46]1.[CH3:47][CH2:48][CH2:49][CH2:50][CH2:51][CH3:52].[K+:28].[K+:29].[O-:30][C:31]([O-:32])=[O:33].[O:13]([c:14]1[cH:15][cH:16][cH:17][cH:18][cH:19]1)[c:20]1[cH:21][c:22]([CH2:23][NH2:24])[cH:25][cH:26][cH:27]1>>[C:3]1(=[O:12])[c:4]2[c:5]([cH:6][cH:7][cH:8][cH:9]2)[CH2:10][N:24]1[CH2:23][c:22]1[cH:21][c:20]([O:13][c:14]2[cH:15][cH:16][cH:17][cH:18][cH:19]2)[cH:27][cH:26][cH:25]1.